From a dataset of the Open Reaction Database (ORD), a public repository of structured organic reaction records. describe an organic reaction: reactants, conditions, products, and yield Reactants: EtOAc hexanes, S(=O)(=O)(OC)OC (Dimethyl sulfate), C(C)(C)(C)OC(C(CC1=CC=C(C=C1)OC(N(C)C)=O)NC1=NC(=NC=C1NCS(=O)(=O)C1=CC=C(C=C1)F)N(CC)CC)=O (2-{2-diethylamino-5-[(4-fluorobenzenesulfonyl) methylamino]-pyrimidin-4-ylamino}-3-(4-dimethylcarbamoyloxyphenyl) propionic acid t-butyl ester), 2-{2-diethylamino-5-[(4-fluorobenzenesulfonyl)amino]-pyrimidin-4-ylamino}-3-(4-dimethyl-carbamoyloxyphenyl)propionic acid t-butyl ester, C(=O)([O-])[O-].[K+].[K+] (K2CO3). The solvent is CC(=O)C (acetone). Reaction conditions: time 10 minute. Yields the product C(C)N(C1=NC=C(C(=N1)NC(C(=O)O)CC1=CC=C(C=C1)OC(N(C)C)=O)NCS(=O)(=O)C1=CC=C(C=C1)F)CC (2-{2-diethylamino-5-[(4-fluorobenzenesulfonyl)methylamino] pyrimidin-4-ylamino}-3-(4-dimethylcarbamoyloxyphenyl)propionic acid). Yield: 85.0%. As a reaction SMILES: C([O:5][C:6](=[O:45])[CH:7]([NH:21][C:22]1[C:27]([NH:28][CH2:29][S:30]([C:33]2[CH:38]=[CH:37][C:36]([F:39])=[CH:35][CH:34]=2)(=[O:32])=[O:31])=[CH:26][N:25]=[C:24]([N:40]([CH2:43][CH3:44])[CH2:41][CH3:42])[N:23]=1)[CH2:8][C:9]1[CH:14]=[CH:13][C:12]([O:15][C:16](=[O:20])[N:17]([CH3:19])[CH3:18])=[CH:11][CH:10]=1)(C)(C)C.C([O-])([O-])=O.[K+].[K+].S(OC)(OC)(=O)=O>CC(C)=O>[CH2:43]([N:40]([CH2:41][CH3:42])[C:24]1[N:23]=[C:22]([NH:21][CH:7]([CH2:8][C:9]2[CH:14]=[CH:13][C:12]([O:15][C:16](=[O:20])[N:17]([CH3:18])[CH3:19])=[CH:11][CH:10]=2)[C:6]([OH:45])=[O:5])[C:27]([NH:28][CH2:29][S:30]([C:33]2[CH:38]=[CH:37][C:36]([F:39])=[CH:35][CH:34]=2)(=[O:31])=[O:32])=[CH:26][N:25]=1)[CH3:44] |f:1.2.3|. Procedure: General. Flash chromatography was performed using a Biotage Flash 75L, using 800 g KP-Sil silica cartridges (32-63 μM, 60 angstrom, 500-550 m2/g). Rfs are reported for analytical thin layer chromatography, using EM Science Silica Gel F(254) 250 μM thick plates for normal phase, and Watman MKCl 8F 200 μM thick plates for reverse phase. Step 1: Preparation of 2,4-Dichloro-5-nitropyrimidine. 5-Nitrouracil, was treated with phosphorous oxychloride and N,N-dimethylaniline, according to the procedure ... RXN SMILES: [C:1]([OH:2])(=[O:3])[CH:4]=[CH:5][C:6]([OH:7])=[O:8].[CH3:19][CH2:20][O:21][C:22](=[O:23])[CH3:24].[CH3:9][O:10][CH2:11][C:12]1=[CH:17][CH2:16][N:15]([CH3:18])[CH2:14][CH2:13]1>>[CH3:9][O:10][CH2:11][C:12]1=[CH:13][CH2:14][N:15]([CH3:18])[CH2:16][CH2:17]1. Yields the product COCC1=CCN(C)CC1. The reactants are O=C(O)C=CC(=O)O, CCOC(C)=O, COCC1=CCN(C)CC1. Starting materials: CCOCC, OCc1cnc2ccc(Cl)nn12, Cl, NCc1ccccn1. The product is Cl, OCc1cnc2ccc(NCc3ccccn3)nn12. RXN SMILES: [CH3:22][CH2:23][O:24][CH2:25][CH3:26].[Cl:1][c:2]1[cH:3][cH:4][c:5]2[n:6]([n:7]1)[c:8]([CH2:11][OH:12])[cH:9][n:10]2.[ClH:21].[NH2:13][CH2:14][c:15]1[n:16][cH:17][cH:18][cH:19][cH:20]1>>[ClH:1].[c:2]1([NH:13][CH2:14][c:15]2[n:16][cH:17][cH:18][cH:19][cH:20]2)[cH:3][cH:4][c:5]2[n:6]([n:7]1)[c:8]([CH2:11][OH:12])[cH:9][n:10]2. Reactants: ClC(Cl)Cl, CCOC(=O)c1cc2cc(CO)ccc2oc1=O, O=S(Cl)Cl. The product is CCOC(=O)c1cc2cc(CCl)ccc2oc1=O. RXN SMILES: [CH:23]([Cl:24])([Cl:25])[Cl:26].[OH:1][CH2:2][c:3]1[cH:4][cH:5][c:6]2[c:7]([cH:8][c:9]([C:13](=[O:14])[O:15][CH2:16][CH3:17])[c:10](=[O:12])[o:11]2)[cH:18]1.[S:19]([Cl:20])([Cl:21])=[O:22]>>[CH2:2]([c:3]1[cH:4][cH:5][c:6]2[c:7]([cH:8][c:9]([C:13](=[O:14])[O:15][CH2:16][CH3:17])[c:10](=[O:12])[o:11]2)[cH:18]1)[Cl:21].